From a dataset of the Open Reaction Database (ORD), a public repository of structured organic reaction records. describe an organic reaction: reactants, conditions, products, and yield Starting materials: Cl.NO (hydroxylamine hydrochloride), C(OC)(OC)OC (trimethyl orthoformate), p-aminobenzaldehyde ethylene glycol acetal, [N-]=C=O.C(CC)OC(CN)=O (glycine n-propyl ester isocyanate), N1=CC=CC=C1 (pyridine), C1CCOC1 (THF), C1CCOC1 (THF). The solvent is CO (CH3OH). Run at time 2 hour. Product: ON=CC1=CC=C(C=C1)NC(=O)NCC(=O)OCCC (N-[4-(hydroxyiminomethyl)phenyl]-N'-n-propoxycarbonylmethylurea). RXN SMILES: [N-:1]=[C:2]=[O:3].[CH2:4]([O:7][C:8](=[O:11])[CH2:9][NH2:10])[CH2:5][CH3:6].[N:12]1[CH:17]=[CH:16][CH:15]=[CH:14][CH:13]=1.Cl.N[OH:20].C(OC)(OC)OC.[CH2:28]1COC[CH2:29]1>CO>[OH:20][N:12]=[CH:17][C:16]1[CH:29]=[CH:28][C:13]([NH:1][C:2]([NH:10][CH2:9][C:8]([O:7][CH2:4][CH2:5][CH3:6])=[O:11])=[O:3])=[CH:14][CH:15]=1 |f:0.1,3.4|. Reported procedure: A solution of 0.1 mol of p-aminobenzaldehyde ethylene glycol acetal in 100 mL of anhydrous THF is added dropwise over 10 minutes to a solution of 0.1 mol of glycine n-propyl ester isocyanate and 0.35 mol pyridine in 100 mL THF at room temperature under N2. The reaction mixture is stirred at room temperature for 2 hours. After 2 hours the solvent is removed by rotary evaporator. A solution of 0.11 mmol hydroxylamine hydrochloride and 0.1 mol trimethyl orthoformate in CH3OH is added, and the react... Reactants: C1OC23[C@]4(C)[C@@H](CC2(OCCO3)OC1)[C@@H]1C(C=C3CCCC[C@]3(C)[C@H]1CC4)=O (17,17-bis(ethylendioxy)-5-androsten-7-one), C(C)(=O)O[C@@H]1CC2CC([C@H]3[C@@H]4CCC([C@@]4(C)CC[C@@H]3[C@]2(CC1)C)=O)=O (3β-acetoxyandrostane-7,17-dione). Run in CCOC(=O)C (EtOAc). The product is C1OC23[C@]4(C)[C@@H](CC2(OCCO3)OC1)[C@@H]1C(CC3CCCC[C@]3(C)[C@H]1CC4)=O (17,17-Bis(ethylendioxy)androstane-7-one). The yield is 82.0%. RXN SMILES: [CH2:1]1[CH2:14][O:13][C:8]23[O:9][CH2:10][CH2:11][O:12][C:3]2([C@:4]2([CH2:27][CH2:26][C@H:25]4[C@@H:15]([C:16](=[O:28])[CH:17]=[C:18]5[C@:23]4([CH3:24])[CH2:22][CH2:21][CH2:20][CH2:19]5)[C@@H:6]2[CH2:7]3)[CH3:5])[O:2]1.C(O[C@H]1CC[C@@]2(C)C(CC(=O)[C@@H]3[C@@H]2CC[C@@]2(C)[C@H]3CCC2=O)C1)(=O)C>CCOC(C)=O>[CH2:11]1[CH2:10][O:9][C:8]23[O:13][CH2:14][CH2:1][O:2][C:3]2([C@:4]2([CH2:27][CH2:26][C@H:25]4[C@@H:15]([C:16](=[O:28])[CH2:17][CH:18]5[C@:23]4([CH3:24])[CH2:22][CH2:21][CH2:20][CH2:19]5)[C@@H:6]2[CH2:7]3)[CH3:5])[O:12]1. Procedure details: 17,17-Bis(ethylendioxy)androstane-7-one was prepared in 82% yield from 3,3:17,17-bis(ethylendioxy)-5-androsten-7-one by the procedure described above for the preparation of 3β-acetoxyandrostane-7,17-dione (Prepn. 29) using EtOAc instead of EtOH. The crude product was purified by flash chromatography (SiO2, n-hexane/EtOAc 6/4). 1H-NMR (300 MHz, acetone-d6, ppm from TMS: δ 3.96-3.75 (8H, m), 2.54-1.10 (20H, m), 1.13 (3H, s), 0.83 (3H, s). Starting materials: CC1=CC(=NC=N1)OS(=O)(=O)C1=CC=C(C=C1)C (toluene-4-sulfonic acid 6-methyl-pyrimidin-4-yl ester), C#CCCCCCC (1-octyne), CCCCCCC.CCOC(=O)C (heptane EtOAc). Procedure details: This product was prepared from toluene-4-sulfonic acid 6-methyl-pyrimidin-4-yl ester and 1-octyne following the general procedure for the Sonogashira cross-coupling reaction described above. Chromatography eluent: heptane/EtOAc 8:2; yield (37.6 mg, 40%); 1H NMR δ (CDCl3): 9.01 (s, 1H), 7.21 (s, 1H), 2.52 (s, 3H), 2.48 (t, J=7.23 Hz, 2H), 1.63 (p, J=7.17 Hz, 2H), 1.50-1.30 (m, 6H), 0.91 (t, J=7.25 Hz, 3H); LCMS m/z: 188. Product: CC1=NC=NC(=C1)C#CCCCCCC (4-Methyl-6-oct-1-ynyl-pyrimidine). Reaction SMILES: [CH3:1][C:2]1[N:7]=[CH:6][N:5]=[C:4](OS(C2C=CC(C)=CC=2)(=O)=O)[CH:3]=1.[CH:19]#[C:20][CH2:21][CH2:22][CH2:23][CH2:24][CH2:25]C.[CH3:27]CCCCCC.CCOC(C)=O>>[CH3:27][C:4]1[CH:3]=[C:2]([C:1]#[C:19][CH2:20][CH2:21][CH2:22][CH2:23][CH2:24][CH3:25])[N:7]=[CH:6][N:5]=1 |f:2.3|. Starting materials: FC=1C=C(C=CC1F)B(O)O (3,4-difluorophenylboronic acid), IC1COCCC1(OC)OC (3-iodo-4,4-dimethoxytetrahydro-2H-pyran). Yields the product FC=1C=C(C=CC1F)C1COCCC1=O (3-(3,4-difluorophenyl)dihydro-2H-pyran-4(3H)-one). Reaction SMILES: [F:1][C:2]1[CH:3]=[C:4](B(O)O)[CH:5]=[CH:6][C:7]=1[F:8].I[CH:13]1[C:18](OC)([O:19]C)[CH2:17][CH2:16][O:15][CH2:14]1>>[F:1][C:2]1[CH:3]=[C:4]([CH:13]2[C:18](=[O:19])[CH2:17][CH2:16][O:15][CH2:14]2)[CH:5]=[CH:6][C:7]=1[F:8]. Reported procedure: 3,4-difluorophenylboronic acid was reacted as described in Intermediate X(2) with 3-iodo-4,4-dimethoxytetrahydro-2H-pyran (Intermediate X(1)) to give 3-(3,4-difluorophenyl)dihydro-2H-pyran-4(3H)-one (Intermediate Y(2)). Reactants: Clc1ncc(Br)c(Cl)n1, CC(C)(C)OC(=O)NCCN, CCO, CCN(C(C)C)C(C)C. Product: CC(C)(C)OC(=O)NCCNc1nc(Cl)ncc1Br. As a reaction SMILES: [Br:1][c:2]1[c:3]([Cl:9])[n:4][c:5]([Cl:8])[n:6][cH:7]1.[C:19]([CH3:20])([CH3:21])([CH3:22])[O:23][C:24](=[O:25])[NH:26][CH2:27][CH2:28][NH2:29].[CH3:30][CH2:31][OH:32].[CH:10]([N:11]([CH2:12][CH3:13])[CH:14]([CH3:15])[CH3:16])([CH3:17])[CH3:18]>>[Br:1][c:2]1[c:3]([NH:29][CH2:28][CH2:27][NH:26][C:24]([O:23][C:19]([CH3:20])([CH3:21])[CH3:22])=[O:25])[n:4][c:5]([Cl:8])[n:6][cH:7]1. Reactants: CCOC(C)=O, NC1CCCC1, O=C(Nc1nc2cc(C(F)(F)F)cc(Cl)n2n1)c1cccnc1, [Na+], O=C([O-])O. Product: O=C(Nc1nc2cc(C(F)(F)F)cc(NC3CCCC3)n2n1)c1cccnc1. RXN SMILES: [CH3:35][CH2:36][O:37][C:38]([CH3:39])=[O:40].[CH:24]1([NH2:29])[CH2:25][CH2:26][CH2:27][CH2:28]1.[Cl:1][c:2]1[cH:3][c:4]([C:20]([F:21])([F:22])[F:23])[cH:5][c:6]2[n:7]1[n:8][c:9]([NH:11][C:12]([c:13]1[cH:14][n:15][cH:16][cH:17][cH:18]1)=[O:19])[n:10]2.[Na+:34].[O-:30][C:31]([OH:32])=[O:33]>>[c:2]1([NH:29][CH:24]2[CH2:25][CH2:26][CH2:27][CH2:28]2)[cH:3][c:4]([C:20]([F:21])([F:22])[F:23])[cH:5][c:6]2[n:7]1[n:8][c:9]([NH:11][C:12]([c:13]1[cH:14][n:15][cH:16][cH:17][cH:18]1)=[O:19])[n:10]2. Starting materials: CCOC(C)=O, CSC(C)(C)c1nnc(N)s1. Yields the product CSC(C)(C)c1nnc(N=C=O)s1. Reaction SMILES: [CH2:12]([O:14][C:13](=[O:15])[CH3:16])[CH3:17].[CH3:1][S:2][C:3]([CH3:4])([CH3:5])[c:6]1[n:7][n:8][c:9]([NH2:11])[s:10]1>>[CH3:1][S:2][C:3]([CH3:4])([CH3:5])[c:6]1[n:7][n:8][c:9]([N:11]=[C:12]=[O:14])[s:10]1. Reactants: CC(C)(C)C1=CC=C(C=C1C1=C(C=CC(=C1)OC)F)COC1=CC=C(C=C1)[C@H](CC(=O)OC)C#CC (Methyl (3S)-3-(4-(((6-(1,1-dimethylethyl)-2′-fluoro-5′-(methyloxy)-1,1′-biphenyl-3-yl)methyl)oxy)phenyl)-4-hexynoate), [OH-].[Li+] (lithium hydroxide). Solvent: C1CCOC1 (THF), CCO (EtOH). Reaction conditions: time 16 hour. Product: CC(C)(C)C1=CC=C(C=C1C1=C(C=CC(=C1)OC)F)COC1=CC=C(C=C1)[C@H](CC(=O)O)C#CC ((3S)-3-(4-(((6-(1,1-Dimethylethyl)-2′-fluoro-5′-(methyloxy)-1,1′-biphenyl-3-yl)methyl)oxy)phenyl)-4-hexynoic acid). Yield: 89.3%. Reaction SMILES: [CH3:1][C:2]([C:5]1[C:10]([C:11]2[CH:16]=[C:15]([O:17][CH3:18])[CH:14]=[CH:13][C:12]=2[F:19])=[CH:9][C:8]([CH2:20][O:21][C:22]2[CH:27]=[CH:26][C:25]([C@@H:28]([C:34]#[C:35][CH3:36])[CH2:29][C:30]([O:32]C)=[O:31])=[CH:24][CH:23]=2)=[CH:7][CH:6]=1)([CH3:4])[CH3:3].[OH-].[Li+]>C1COCC1.CCO>[CH3:4][C:2]([C:5]1[C:10]([C:11]2[CH:16]=[C:15]([O:17][CH3:18])[CH:14]=[CH:13][C:12]=2[F:19])=[CH:9][C:8]([CH2:20][O:21][C:22]2[CH:23]=[CH:24][C:25]([C@@H:28]([C:34]#[C:35][CH3:36])[CH2:29][C:30]([OH:32])=[O:31])=[CH:26][CH:27]=2)=[CH:7][CH:6]=1)([CH3:1])[CH3:3] |f:1.2|. Procedure: To a stirred solution of 4.2 (0.052 g, 0.11 mmol) in THF (2.00 mL) and EtOH (2.00 mL) at 23° C. was added 1N lithium hydroxide (2.00 mL, 2.00 mmol). Stirring continued for 16 hours. The reaction mixture was concentrated in vacuo, 1N HCl was added to reach pH 1, and the resulting mixture was extracted with EtOAc (3×10 mL), dried over MgSO4 and concentrated in vacuo. The residue was purified by flash chromatography (SiO2 gel 60, eluted with 0%-20% EtOAc in hexanes) to give compound 4 as a clear oi... Reactants: BrC=1C=C2[C@H]3[C@@H](N4C2=C(C1)S(CC4)(=O)=O)CCN(C3)C(=O)OC(C)(C)C (tert-butyl(6bR,10aS)-5-bromo-1,2,6b,9,10,10a-hexahydropyrido[4,3-b][1,4]thiazino[2,3,4-hi]indole-8(7H)-carboxylate 3,3-dioxide), ClC1=C(C=CC(=C1)Cl)B(O)O (2,4-dichlorophenyl boronic acid). Product: ClC1=C(C=CC(=C1)Cl)C=1C=C2[C@H]3[C@@H](N4C2=C(C1)S(CC4)(=O)=O)CCN(C3)C(=O)OC(C)(C)C (Tert-butyl(6bR,10aS)-5-(2,4-dichlorophenyl)-1,2,6b,9,10,10a-hexahydropyrido[4,3-b][1,4]thiazino[2,3,4-hi]indole-8(7H)-carboxylate 3,3-dioxide). Isolated yield 87.9%. Reaction SMILES: Br[C:2]1[CH:3]=[C:4]2[C:8]3=[C:9]([S:11](=[O:15])(=[O:14])[CH2:12][CH2:13][N:7]3[C@H:6]3[CH2:16][CH2:17][N:18]([C:20]([O:22][C:23]([CH3:26])([CH3:25])[CH3:24])=[O:21])[CH2:19][C@@H:5]23)[CH:10]=1.[Cl:27][C:28]1[CH:33]=[C:32]([Cl:34])[CH:31]=[CH:30][C:29]=1B(O)O>>[Cl:27][C:28]1[CH:33]=[C:32]([Cl:34])[CH:31]=[CH:30][C:29]=1[C:2]1[CH:3]=[C:4]2[C:8]3=[C:9]([S:11](=[O:15])(=[O:14])[CH2:12][CH2:13][N:7]3[C@H:6]3[CH2:16][CH2:17][N:18]([C:20]([O:22][C:23]([CH3:26])([CH3:25])[CH3:24])=[O:21])[CH2:19][C@@H:5]23)[CH:10]=1. Procedure details: Tert-butyl(6bR,10aS)-5-(2,4-dichlorophenyl)-1,2,6b,9,10,10a-hexahydropyrido[4,3-b][1,4]thiazino[2,3,4-hi]indole-8(7H)-carboxylate 3,3-dioxide (94 mg, 88%) was prepared via coupling of tert-butyl(6bR,10aS)-5-bromo-1,2,6b,9,10,10a-hexahydropyrido[4,3-b][1,4]thiazino[2,3,4-hi]indole-8(7H)-carboxylate 3,3-dioxide (93 mg, 0.210 mmol) with 2,4-dichlorophenyl boronic acid (60 mg, 0.315 mmol) using the procedure described in Example 450 Step A. 1H NMR (CDCl3, 300 MHz) δ1.42 (s, 9H), 1.82-2.05 (m, 2H), 3...